describe an organic reaction: reactants, conditions, products, and yield From a dataset of the Open Reaction Database (ORD), a public repository of structured organic reaction records. The reactants are CN1CCOCC1, CN(C)C1(c2ccccc2)CCC(CC(=O)O)CC1, CN(C)C=O, C(=NC1CCCCC1)=NC1CCCCC1, Cl, NCCc1ccccc1, [Na+], [OH-], O, On1nnc2ccccc21. Product: CN(C)C1(c2ccccc2)CCC(CC(=O)NCCc2ccccc2)CC1. RXN SMILES: [CH3:20][N:21]1[CH2:22][CH2:23][O:24][CH2:25][CH2:26]1.[CH3:28][N:29]([C:30]1([c:40]2[cH:41][cH:42][cH:43][cH:44][cH:45]2)[CH2:31][CH2:32][CH:33]([CH2:36][C:37](=[O:38])[OH:39])[CH2:34][CH2:35]1)[CH3:46].[CH3:64][N:65]([CH3:66])[CH:67]=[O:68].[CH:47]1([N:48]=[C:49]=[N:50][CH:51]2[CH2:52][CH2:53][CH2:54][CH2:55][CH2:56]2)[CH2:57][CH2:58][CH2:59][CH2:60][CH2:61]1.[ClH:27].[NH2:11][CH2:12][CH2:13][c:14]1[cH:15][cH:16][cH:17][cH:18][cH:19]1.[Na+:63].[OH-:62].[OH2:69].[OH:1][n:2]1[c:3]2[cH:4][cH:5][cH:6][cH:7][c:8]2[n:9][n:10]1>>[NH:11]([CH2:12][CH2:13][c:14]1[cH:15][cH:16][cH:17][cH:18][cH:19]1)[C:37]([CH2:36][CH:33]1[CH2:32][CH2:31][C:30]([N:29]([CH3:28])[CH3:46])([c:40]2[cH:41][cH:42][cH:43][cH:44][cH:45]2)[CH2:35][CH2:34]1)=[O:39]. Starting materials: BrC=1C=2N(C=C(C1)Cl)C=C(N2)C2=CC=C(C=C2)Cl (8-bromo-6-chloro-2-(4-chlorophenyl)imidazo[1,2-a]pyridine), [Na] (sodium), C[O-].[Na+] (sodium methylate), d'imidazopyridines, N1C=NC2=C1C=CC=N2 (Imidazopyridine). The solvent is CO (methanol), O (water), CN(C)P(=O)(N(C)C)N(C)C (hexamethylphosphorotriamide). Run at time 30 minute. The product is ClC=1C=C(C=2N(C1)C=C(N2)C2=CC=C(C=C2)Cl)OC (6-Chloro-2-(4-chlorophenyl)-8-methoxyimidazo[1,2-a]-pyridine). RXN SMILES: Br[C:2]1[C:3]2[N:4]([CH:9]=[C:10]([C:12]3[CH:17]=[CH:16][C:15]([Cl:18])=[CH:14][CH:13]=3)[N:11]=2)[CH:5]=[C:6]([Cl:8])[CH:7]=1.N1C2C=CC=NC=2N=C1.[CH3:28][O-:29].[Na+].[Na]>CN(P(N(C)C)(N(C)C)=O)C.O.CO>[Cl:8][C:6]1[CH:7]=[C:2]([O:29][CH3:28])[C:3]2[N:4]([CH:9]=[C:10]([C:12]3[CH:17]=[CH:16][C:15]([Cl:18])=[CH:14][CH:13]=3)[N:11]=2)[CH:5]=1 |f:2.3,^1:30|. Procedure: 10 g (29.4 mmol) of 8-bromo-6-chloro-2-(4-chlorophenyl)imidazo[1,2-a]pyridine, the preparation of which compound is described in the patent application filed this day entitled: Derives d'imidazopyridines, leur preparation et leur application en therapeutique (Imidazopyridine derivatives, their preparation and their application in therapy) by the Applicant, dissolved in 60 ml of hexamethylphosphorotriamide, are added to a solution of sodium methylate prepared using 2.03 g of sodium and 15 ml of m... Reactants: C(C)=O (ethanone), CSC1=CC=C(C=C1)N=C=O (4-(Methylthio)phenyl isocyanate), ClC1=CC=C(C=C1)C1=NNCC1C1=NC=C(C=C1)C(F)(F)F (3-(4-Chlorophenyl)-4,5-dihydro-4-(5-trifluoromethyl-2-pyridinyl)-1H-pyrazole), bisaryl urea. Run in C(Cl)Cl (methylene chloride). Yields the product ClC1=CC=C(C=C1)C1=NN(CC1C1=NC=C(C=C1)C(F)(F)F)C(=O)NC1=CC=C(C=C1)SC (3-(4-Chlorophenyl)-4,5-dihydro-N-(4-(methylthio)phenyl)-4-(5-trifluoromethyl-2-pyridinyl)-1H-pyrazole-1-carboxamide). Reaction SMILES: [CH3:1][S:2][C:3]1[CH:8]=[CH:7][C:6]([N:9]=[C:10]=[O:11])=[CH:5][CH:4]=1.[Cl:12][C:13]1[CH:18]=[CH:17][C:16]([C:19]2[CH:23]([C:24]3[CH:29]=[CH:28][C:27]([C:30]([F:33])([F:32])[F:31])=[CH:26][N:25]=3)[CH2:22][NH:21][N:20]=2)=[CH:15][CH:14]=1.C(=O)C>C(Cl)Cl>[Cl:12][C:13]1[CH:18]=[CH:17][C:16]([C:19]2[CH:23]([C:24]3[CH:29]=[CH:28][C:27]([C:30]([F:31])([F:32])[F:33])=[CH:26][N:25]=3)[CH2:22][N:21]([C:10]([NH:9][C:6]3[CH:7]=[CH:8][C:3]([S:2][CH3:1])=[CH:4][CH:5]=3)=[O:11])[N:20]=2)=[CH:15][CH:14]=1. Procedure: 4-(Methylthio)phenyl isocyanate (2.8 g, 17 mmol) was added to a stirring slurry of 3.8 g (3.0 mmol) of the product of Example 6 in methylene chloride (25 mi) at 21° C. causing rapid formation of a pale precipitate. TLC showed complete conversion after 19 hr and the precipitate, which was the corresponding bisaryl urea, was removed by gravity filtration. The filtrate was diluted with saturated aqueous sodium bicarbonate and the layers separated. The organic layer was dried over sodium sulfate, fi... Reactants: OCCCCC1=CC(=NN1C)C(=O)N (5-(4-hydroxybutyl)-1-methyl-1H-pyrazole-3-carboxamide), P(=O)(Cl)(Cl)Cl (phosphorous oxychloride), C([O-])([O-])=O.[Na+].[Na+] (sodium carbonate), [OH-].[Na+] (sodium hydroxide), ice water. Conditions: temperature 90 celsius. Yields the product ClCCCCC1=CC(=NN1C)C#N (5-(4-chlorobutyl)-1-methyl-1H-pyrazole-3-carbonitrile). Reaction SMILES: O[CH2:2][CH2:3][CH2:4][CH2:5][C:6]1[N:10]([CH3:11])[N:9]=[C:8]([C:12]([NH2:14])=O)[CH:7]=1.C(=O)([O-])[O-].[Na+].[Na+].[OH-].[Na+].P(Cl)(Cl)([Cl:25])=O>>[Cl:25][CH2:2][CH2:3][CH2:4][CH2:5][C:6]1[N:10]([CH3:11])[N:9]=[C:8]([C:12]#[N:14])[CH:7]=1 |f:1.2.3,4.5|. Procedure: A modification of the method described in Part E of Examples 1-4 was used to treat 5-(4-hydroxybutyl)-1-methyl-1H-pyrazole-3-carboxamide (42.9 g, 218 mmol) with phosphorous oxychloride (130 mL). The reaction was heated for two hours at 90° C. before cooling to 0° C. and pouring into ice water. The mixture was adjusted to pH 12 with the addition of 2 N aqueous sodium carbonate and 50% aqueous sodium hydroxide. The mixture was extracted with chloroform. The combined extracts were passed through a ... Starting materials: C(C=C)NC1=CC(=NC2=CC=C(C=C12)Cl)NCC1=C(C=CC=C1)OC (N4-allyl-6-chloro-N2-(2-methoxy-benzyl)-quinoline-2,4-diamine), C(C1=CC=CC=C1)N (benzylamine). The product is C(C1=CC=CC=C1)NC=1C=C2C(=CC(=NC2=CC1)NCC1=C(C=CC=C1)OC)N (N6-Benzyl-N2-(2-methoxy-benzyl)-quinoline-2,4,6-triamine). RXN SMILES: C([NH:4][C:5]1[C:14]2[C:9](=[CH:10][CH:11]=[C:12](Cl)[CH:13]=2)[N:8]=[C:7]([NH:16][CH2:17][C:18]2[CH:23]=[CH:22][CH:21]=[CH:20][C:19]=2[O:24][CH3:25])[CH:6]=1)C=C.[CH2:26]([NH2:33])[C:27]1[CH:32]=[CH:31][CH:30]=[CH:29][CH:28]=1>>[CH2:26]([NH:33][C:12]1[CH:13]=[C:14]2[C:9](=[CH:10][CH:11]=1)[N:8]=[C:7]([NH:16][CH2:17][C:18]1[CH:23]=[CH:22][CH:21]=[CH:20][C:19]=1[O:24][CH3:25])[CH:6]=[C:5]2[NH2:4])[C:27]1[CH:32]=[CH:31][CH:30]=[CH:29][CH:28]=1. Procedure details: The title compound, MS: m/e=385.3 (M+H+), was prepared in accordance with the general method of example 44 from N4-allyl-6-chloro-N2-(2-methoxy-benzyl)-quinoline-2,4-diamine and benzylamine Reactants: ClCCl (dichloromethane), Cl (HCl), C=1C=CC2=C(C1)N=NN2O (HOBt), COC1=CC(=C(C(=C1)C)S(=O)(=O)N1[C@@H](CCCC1)COCC(=O)O)C ((S)-2-((1-(4-methoxy-2,6-dimethylphenylsulfonyl)piperidin-2-yl)methoxy)acetic acid), CCN(C(C)C)C(C)C (DIPEA), CCN=C=NCCCN(C)C (EDCI), ClCCl (dichloromethane), Boc-deprotected tert-butyl 4-(pyridin-3-yl)-4-(2-(pyrrolidin-1-yl)ethyl)piperidine-1-carboxylate, CCN(C(C)C)C(C)C (DIPEA), ClCCl (dichloromethane). Reaction conditions: time 8 hour. Product: Cl.COC1=CC(=C(C(=C1)C)S(=O)(=O)N1[C@@H](CCCC1)COCC(=O)N1CCC(CC1)(CCN1CCCC1)C=1C=NC=CC1)C (2-[[(2S)-1-[(4-Methoxy-2,6-dimethyl-phenyl)sulfonyl]-piperidin-2-y]-methoxy]-1-[4-pyridin-3-yl-4-(2-pyrrolidin-1-yl-ethyl)-piperidin-1-yl]-ethanone hydrochloride). Isolated yield 43.0%. RXN SMILES: [CH3:1][O:2][C:3]1[CH:8]=[C:7]([CH3:9])[C:6]([S:10]([N:13]2[CH2:18][CH2:17][CH2:16][CH2:15][C@H:14]2[CH2:19][O:20][CH2:21][C:22](O)=[O:23])(=[O:12])=[O:11])=[C:5]([CH3:25])[CH:4]=1.[CH3:26][CH2:27][N:28]([CH:32]([CH3:34])C)[CH:29]([CH3:31])C.CCN=C=N[CH2:40][CH2:41][CH2:42][N:43]([CH3:45])C.Cl.[CH:47]1[CH:48]=[CH:49][C:50]2N(O)N=[N:53][C:51]=2C=1.[Cl:57][CH2:58]Cl>>[ClH:57].[CH3:1][O:2][C:3]1[CH:4]=[C:5]([CH3:25])[C:6]([S:10]([N:13]2[CH2:18][CH2:17][CH2:16][CH2:15][C@H:14]2[CH2:19][O:20][CH2:21][C:22]([N:53]2[CH2:47][CH2:48][C:49]([C:58]3[CH:45]=[N:43][CH:42]=[CH:41][CH:40]=3)([CH2:34][CH2:32][N:28]3[CH2:27][CH2:26][CH2:31][CH2:29]3)[CH2:50][CH2:51]2)=[O:23])(=[O:12])=[O:11])=[C:7]([CH3:9])[CH:8]=1 |f:6.7|. Procedure: To a solution of 2-(2-(4-methoxy-2,6-dimethylphenylsulfonyl)benzyloxy)acetic acid [carboxylic acid 1] (0.5 mmol) in dichloromethane (5 ml) were added DIPEA (4 eq.), EDCI. HCl (1.2 eq) and HOBt (1 eq.). Then a mixture of Boc-deprotected tert-butyl 4-(pyridin-3-yl)-4-(2-(pyrrolidin-1-yl)ethyl)piperidine-1-carboxylate (0.62 mmol) [deprotected using standard reaction conditions: dichloromethane (3 ml), TFA (3 eq.) and concentration in vacuo] and DIPEA (2 eq.) in dichloromethane (3 ml) was added drop...